From a dataset of the Open Reaction Database (ORD), a public repository of structured organic reaction records. describe an organic reaction: reactants, conditions, products, and yield The reactants are C(C)(C)(C)C1=CC=C(CNCCC2=C(C(=CC=C2)Cl)F)C=C1 ((4-tert-butyl-benzyl)-[2-(3-chloro-2-fluoro-phenyl)-ethyl]-amine), ClC=1C=C2C=CNC2=C(C1)C(=O)O (5-chloro-1H-indole-7-carboxylic acid), CN(C)C(=[N+](C)C)ON1C2=C(C=CC=C2)N=N1.[B-](F)(F)(F)F (TBTU), C(C)(C)N(C(C)C)CC (N,N-diisopropylethyl amine). Run in CN(C)C=O (DMF), O (water), CN(C)C=O (DMF). Reaction conditions: time 5 minute. Product: C(C)(C)(C)C1=CC=C(CN(C(=O)C=2C=C(C=C3C=CNC23)Cl)CCC2=C(C(=CC=C2)Cl)F)C=C1 (5-Chloro-1H-indole-7-carboxylic acid (4-tert-butyl-benzyl)-[2-(3-chloro-2-fluoro-phenyl)-ethyl]-amide). Isolated yield 71.7%. As a reaction SMILES: [Cl:1][C:2]1[CH:3]=[C:4]2[C:8](=[C:9]([C:11]([OH:13])=O)[CH:10]=1)[NH:7][CH:6]=[CH:5]2.CN(C(ON1N=NC2C=CC=CC1=2)=[N+](C)C)C.[B-](F)(F)(F)F.C(N(CC)C(C)C)(C)C.[C:45]([C:49]1[CH:66]=[CH:65][C:52]([CH2:53][NH:54][CH2:55][CH2:56][C:57]2[CH:62]=[CH:61][CH:60]=[C:59]([Cl:63])[C:58]=2[F:64])=[CH:51][CH:50]=1)([CH3:48])([CH3:47])[CH3:46]>CN(C=O)C.O>[C:45]([C:49]1[CH:66]=[CH:65][C:52]([CH2:53][N:54]([CH2:55][CH2:56][C:57]2[CH:62]=[CH:61][CH:60]=[C:59]([Cl:63])[C:58]=2[F:64])[C:11]([C:9]2[CH:10]=[C:2]([Cl:1])[CH:3]=[C:4]3[C:8]=2[NH:7][CH:6]=[CH:5]3)=[O:13])=[CH:51][CH:50]=1)([CH3:48])([CH3:46])[CH3:47] |f:1.2|. Procedure: To a solution of 59 mg (0.3 mmol) of 5-chloro-1H-indole-7-carboxylic acid and 96 mg of TBTU (0.3 mmol) in 3 ml DMF, were added 0.26 ml (1.5 mmol) of N,N-diisopropylethyl amine. After stirring for 5 min at rt, 96 mg (0.3 mmol) of (4-tert-butyl-benzyl)-[2-(3-chloro-2-fluoro-phenyl)-ethyl]-amine in 2 ml DMF were added. After stirring for 4.5 h at rt, the reaction mixture was diluted with 50 ml water and extracted with EtOAc (2×). The combined organic phases were washed with water and brine, dried w... The reactants are C(Cl)Cl (methylene chloride), S1C2=C(C=C1)C=C(C=C2)C(C(=O)OC)OC2OCCCC2 (methyl (-)-2-(benzo[b]thiophen-5-yl)-2-(tetrahydropyranyloxy)acetate), [BH4-].[Na+] (sodium borohydride), Cl (hydrochloric acid), CC(=O)C (acetone), [BH4-].[Na+] (sodium borohydride). Run in O (water), C(C)O (ethanol). Conditions: temperature 25 celsius, time 8 hour. Yields the product S1C2=C(C=C1)C=C(C=C2)C(CO)OC2OCCCC2 ((-)-2-(benzo[b]thiophen-5-yl)-2-(tetrahydropyranyloxy)ethanol). Yield: 96.0%. Reaction SMILES: [BH4-].[Na+].CC(C)=O.C(Cl)Cl.Cl.[S:11]1[CH:15]=[CH:14][C:13]2[CH:16]=[C:17]([CH:20]([O:25][CH:26]3[CH2:31][CH2:30][CH2:29][CH2:28][O:27]3)[C:21](OC)=[O:22])[CH:18]=[CH:19][C:12]1=2>C(O)C.O>[S:11]1[CH:15]=[CH:14][C:13]2[CH:16]=[C:17]([CH:20]([O:25][CH:26]3[CH2:31][CH2:30][CH2:29][CH2:28][O:27]3)[CH2:21][OH:22])[CH:18]=[CH:19][C:12]1=2 |f:0.1|. Reported procedure: In 41.3 ml of ethanol was dissolved the methyl (-)-2-(benzo[b]thiophen-5-yl)-2-(tetrahydropyranyloxy)acetate, and to this solution was added 2.90 g of sodium borohydride, and the resulting mixture was stirred at 25° C. for 8 hours. Subsequently, 13.23 ml of acetone was 1 dropwise added with ice-cooling to decompose the excessive sodium borohydride, and thereafter, 138 ml of methylene chloride and 138 ml of water were added thereto, and the pH was adjusted to 8.5 with 2N hydrochloric acid. The or... The solvent is CN(C=O)C (dimethylformamide). Reported procedure: To meta-trifluoromethyl phenol (2.5 g, 0.0028×5.5 mol), 15 ml of dimethylformamide was added, followed by the addition of sodium hydride (0.45 g (ca.60% in mineral oil), 0.0028×4.0 mol) and CuI (0.25 g, 0.0028×0.47 mol). To thus formed mixture was added 2,6-dichloro-4-methoxy-pyridine (0.5 g, 0.0028 mol), and the resultant solution was refluxed for about 8 hours. Reactants: [H-].[Na+] (sodium hydride), FC(C=1C=C(C=CC1)O)(F)F (meta-trifluoromethyl phenol), resultant solution, ClC1=NC(=CC(=C1)OC)Cl (2,6-dichloro-4-methoxy-pyridine). Reagents/catalysts: [Cu]I (CuI). Reaction SMILES: [F:1][C:2]([F:11])([F:10])[C:3]1[CH:4]=[C:5]([OH:9])[CH:6]=[CH:7][CH:8]=1.[H-].[Na+].Cl[C:15]1[CH:20]=[C:19]([O:21][CH3:22])[CH:18]=[C:17](Cl)[N:16]=1>[Cu]I.CN(C)C=O>[CH3:22][O:21][C:19]1[CH:18]=[C:17]([O:9][C:5]2[CH:6]=[CH:7][CH:8]=[C:3]([C:2]([F:10])([F:11])[F:1])[CH:4]=2)[N:16]=[C:15]([O:9][C:5]2[CH:6]=[CH:7][CH:8]=[C:3]([C:2]([F:1])([F:10])[F:11])[CH:4]=2)[CH:20]=1 |f:1.2|. Product: COC1=CC(=NC(=C1)OC1=CC(=CC=C1)C(F)(F)F)OC1=CC(=CC=C1)C(F)(F)F (4-methoxy-2,6-di(meta-trifluoromethylphenoxy)-pyridine). The reactants are ClC1=NC=CC(N1)(C(=O)OC)N1CCC(CC1)NC(=O)C=1NC(=C(C1Cl)Cl)C (Methyl 2-chloro-4-(4-{[(3,4-dichloro-5-methyl-1H-pyrrol-2-yl)carbonyl]amino}piperidin-1-yl)pyrimidine-4-carboxylate), CN(C)C=O (DMF), NN (hydrazine), TEA. Run at time 1.5 hour. The product is ClC1=C(NC(=C1Cl)C)C(=O)NC1CCN(CC1)C1=NC(=NC(=C1)C(=O)NN)Cl (3,4-Dichloro-N-{1-[2-chloro-6-(hydrazinocarbonyl)pyrimidin-4-yl]piperidin-4-yl}-5-methyl-1H-pyrrole-2-carboxamide). Reaction SMILES: [Cl:1][C:2]1[NH:7][C:6]([N:12]2[CH2:17][CH2:16][CH:15]([NH:18][C:19]([C:21]3[NH:22][C:23]([CH3:28])=[C:24]([Cl:27])[C:25]=3[Cl:26])=[O:20])[CH2:14][CH2:13]2)(C(OC)=O)[CH:5]=[CH:4][N:3]=1.[NH2:29]N.C[N:32]([CH:34]=[O:35])C>>[Cl:26][C:25]1[C:24]([Cl:27])=[C:23]([CH3:28])[NH:22][C:21]=1[C:19]([NH:18][CH:15]1[CH2:16][CH2:17][N:12]([C:6]2[CH:5]=[C:4]([C:34]([NH:32][NH2:29])=[O:35])[N:3]=[C:2]([Cl:1])[N:7]=2)[CH2:13][CH2:14]1)=[O:20]. Reported procedure: Methyl 2-chloro-6-(4-{[(3,4-dichloro-5-methyl-1H-pyrrol-2-yl)carbonyl]amino}piperidin-1-yl)pyrimidine-4-carboxylate (Example 6) (500 mg, 1.12 mmol), hydrazine (0.035 ml, 1.12 mmol), and TEA (0.16 ml, 1.12 mmol) were combined in DMF (3 ml) and stirred at room temperature. Within 1.5 h, a white precipitate had formed. The reaction was stirred for another 30 minutes, and then the precipitate was collected by suction filtration to give 377 mg of the title compound. 100 mg of the crude material was p... Starting materials: O=C1c2ccccc2C(=O)N1CCCBr, O=C([O-])[O-], CC(C)(C)OC(=O)NCC1CCNC1, CN(C)C=O, [K+], [K+]. Product: CC(C)(C)OC(=O)NCC1CCN(CCCN2C(=O)c3ccccc3C2=O)C1. Reaction SMILES: [Br:21][CH2:22][CH2:23][CH2:24][N:25]1[C:26](=[O:35])[c:27]2[c:28]([cH:31][cH:32][cH:33][cH:34]2)[C:29]1=[O:30].[C:15](=[O:16])([O-:17])[O-:18].[C:1]([CH3:2])([CH3:3])([CH3:4])[O:5][C:6](=[O:7])[NH:8][CH2:9][CH:10]1[CH2:11][NH:12][CH2:13][CH2:14]1.[CH3:36][N:37]([CH3:38])[CH:39]=[O:40].[K+:19].[K+:20]>>[C:1]([CH3:2])([CH3:3])([CH3:4])[O:5][C:6](=[O:7])[NH:8][CH2:9][CH:10]1[CH2:11][N:12]([CH2:22][CH2:23][CH2:24][N:25]2[C:26](=[O:35])[c:27]3[c:28]([cH:31][cH:32][cH:33][cH:34]3)[C:29]2=[O:30])[CH2:13][CH2:14]1. Reactants: 13.2, Cl.Cl.COC1=CC=C(C=C1)N1CCNCC1 (1-(4-methoxyphenyl)piperazine dihydrochloride), C(CCC)=O (1-butanal), C(C)(=O)[O-].[Na+] (sodium acetate), [H][H] (hydrogen). Product: 13.1, Cl.Cl.C(CCC)N1CCN(CC1)C1=CC=C(C=C1)OC (1-butyl-4-(4-methoxyphenyl)piperazine dihydrochloride). Yield: 81.0%. Solvent: CO (methanol). As a reaction SMILES: [ClH:1].Cl.[CH3:3][O:4][C:5]1[CH:10]=[CH:9][C:8]([N:11]2[CH2:16][CH2:15][NH:14][CH2:13][CH2:12]2)=[CH:7][CH:6]=1.[CH:17](=O)[CH2:18][CH2:19][CH3:20].C([O-])(=O)C.[Na+].[H][H]>[Pd].CO>[ClH:1].[ClH:1].[CH2:17]([N:14]1[CH2:15][CH2:16][N:11]([C:8]2[CH:7]=[CH:6][C:5]([O:4][CH3:3])=[CH:10][CH:9]=2)[CH2:12][CH2:13]1)[CH2:18][CH2:19][CH3:20] |f:0.1.2,4.5,9.10.11|. The reagents and catalysts are [Pd] (palladium-on-charcoal). Reported procedure: A mixture of 13.2 parts of 1-(4-methoxyphenyl)piperazine dihydrochloride, 5.1 parts of 1-butanal, 9 parts of sodium acetate and 80 parts of methanol is hydrogenated at normal pressure and at room temperature with 1 part of palladium-on-charcoal catalyst. After the calculated amount of hydrogen is taken up, the catalyst is filtered off and the filtrate is evaporated. Water is added to the residue and the product is precipitated. It is filtered off, washed with water and converted into the hydroch... The reactants are NCC1CN(Cc2ccc(Cl)c(Cl)c2)CCO1, O=C=Nc1cccc2ccccc12. The product is O=C(NCC1CN(Cc2ccc(Cl)c(Cl)c2)CCO1)Nc1cccc2ccccc12. As a reaction SMILES: [Cl:1][c:2]1[cH:3][c:4]([CH2:5][N:6]2[CH2:7][CH:8]([CH2:12][NH2:13])[O:9][CH2:10][CH2:11]2)[cH:14][cH:15][c:16]1[Cl:17].[N:18](=[C:19]=[O:20])[c:21]1[cH:22][cH:23][cH:24][c:25]2[cH:26][cH:27][cH:28][cH:29][c:30]12>>[Cl:1][c:2]1[cH:3][c:4]([CH2:5][N:6]2[CH2:7][CH:8]([CH2:12][NH:13][C:19]([NH:18][c:21]3[cH:22][cH:23][cH:24][c:25]4[cH:26][cH:27][cH:28][cH:29][c:30]34)=[O:20])[O:9][CH2:10][CH2:11]2)[cH:14][cH:15][c:16]1[Cl:17].